Dataset: the Open Reaction Database (ORD), a public repository of structured organic reaction records. Task: describe an organic reaction: reactants, conditions, products, and yield Starting materials: FC1=CC=C(C=C1)C=CC1=C(C(=O)OC)C=C(C=C1)OC (Methyl 2-[2-(4-fluorophenyl)ethenyl]-5-methoxybenzoate). Reagents/catalysts: [Pd] (Pd/C). The solvent is C(C)(=O)OCC (ethyl acetate). The product is FC1=CC=C(CCC2=C(C(=O)OC)C=C(C=C2)OC)C=C1 (methyl 2-(4-fluorophenethyl)-5-methoxybenzoate). The yield is 78.2%. As a reaction SMILES: [F:1][C:2]1[CH:7]=[CH:6][C:5]([CH:8]=[CH:9][C:10]2[CH:19]=[CH:18][C:17]([O:20][CH3:21])=[CH:16][C:11]=2[C:12]([O:14][CH3:15])=[O:13])=[CH:4][CH:3]=1>C(OCC)(=O)C.[Pd]>[F:1][C:2]1[CH:3]=[CH:4][C:5]([CH2:8][CH2:9][C:10]2[CH:19]=[CH:18][C:17]([O:20][CH3:21])=[CH:16][C:11]=2[C:12]([O:14][CH3:15])=[O:13])=[CH:6][CH:7]=1. Procedure details: Methyl 2-[2-(4-fluorophenyl)ethenyl]-5-methoxybenzoate (43 g, 150 mmol) in ethyl acetate (3.5L) was stirred with 10% Pd/C (4 g) under an atmosphere of hydrogen (pressure 5 bar), at ambient temperature for 18 hours. The spent catalyst was removed by filtration through a Celite pad, the pad was washed with ethyl acetate and the filtrate evaporated to dryness to give methyl 2-(4-fluorophenethyl)-5-methoxybenzoate (33.8 g, 80% yield).